Dataset: the Open Reaction Database (ORD), a public repository of structured organic reaction records. Task: describe an organic reaction: reactants, conditions, products, and yield The reactants are FC1=C(C=CC(=C1)OC=1C=NC(=CC1)NS(=O)(=O)C1=CC=C(C=C1)C)NC(OCC1=CC=CC=C1)=O (benzyl {2-fluoro-4-[(6-{[(4-methylphenyl)sulfonyl]amino}pyridin-3-yl)oxy]phenyl}carbamate), C(C)(C)N(C(C)C)CC (N,N-diisopropylethylamine), ICC(=O)N (iodoacetamide), O (Water). Solvent: CN(C=O)C (N,N-dimethylformamide). Conditions: time 24 hour. Yields the product NC(CN\1C=C(C=C/C1=N/S(=O)(=O)C1=CC=C(C=C1)C)OC1=CC(=C(C=C1)NC(OCC1=CC=CC=C1)=O)F)=O (benzyl (4-{[(6Z)-1-(2-amino-2-oxoethyl)-6-{[(4-methylphenyl)sulfonyl]imino}-1,6-dihydropyridin-3-yl]oxy}-2-fluorophenyl)carbamate). Yield: 96.0%. Reaction SMILES: [F:1][C:2]1[CH:7]=[C:6]([O:8][C:9]2[CH:10]=[N:11][C:12]([NH:15][S:16]([C:19]3[CH:24]=[CH:23][C:22]([CH3:25])=[CH:21][CH:20]=3)(=[O:18])=[O:17])=[CH:13][CH:14]=2)[CH:5]=[CH:4][C:3]=1[NH:26][C:27](=[O:36])[O:28][CH2:29][C:30]1[CH:35]=[CH:34][CH:33]=[CH:32][CH:31]=1.C(N(CC)C(C)C)(C)C.I[CH2:47][C:48]([NH2:50])=[O:49].O>CN(C)C=O>[NH2:50][C:48](=[O:49])[CH2:47][N:11]1[CH:10]=[C:9]([O:8][C:6]2[CH:5]=[CH:4][C:3]([NH:26][C:27](=[O:36])[O:28][CH2:29][C:30]3[CH:31]=[CH:32][CH:33]=[CH:34][CH:35]=3)=[C:2]([F:1])[CH:7]=2)[CH:14]=[CH:13]/[C:12]/1=[N:15]/[S:16]([C:19]1[CH:24]=[CH:23][C:22]([CH3:25])=[CH:21][CH:20]=1)(=[O:17])=[O:18]. Procedure: To a solution of benzyl {2-fluoro-4-[(6-{[(4-methylphenyl)sulfonyl]amino}pyridin-3-yl)oxy]phenyl}carbamate (32.0 g, 63.1 mmol) in N,N-dimethylformamide (320 mL) were added N,N-diisopropylethylamine (14.3 mL, 82.0 mmol) and iodoacetamide (15.2 g, 82.0 mmol), and the mixture was stirred at room temperature for 24 hr. Water was added to the reaction mixture, and the mixture was extracted twice with ethyl acetate/tetrahydrofuran. The combined organic layer was washed with water and saturated brine, ...